From a dataset of the Open Reaction Database (ORD), a public repository of structured organic reaction records. describe an organic reaction: reactants, conditions, products, and yield Starting materials: BrC=1C=C(C=CC1)C(C(C)C)(O)C=1N=CN(C1)C(C1=CC=CC=C1)(C1=CC=CC=C1)C1=CC=CC=C1 (1-(3-bromophenyl)-2-methyl-1-(1-trityl-1H-imidazol-4-yl)-1-propanol), C(C)B(C=1C=NC=CC1)CC (diethyl(3-pyridyl)borane). The reagents and catalysts are C=1C=CC(=CC1)[P](C=2C=CC=CC2)(C=3C=CC=CC3)[Pd]([P](C=4C=CC=CC4)(C=5C=CC=CC5)C=6C=CC=CC6)([P](C=7C=CC=CC7)(C=8C=CC=CC8)C=9C=CC=CC9)[P](C=1C=CC=CC1)(C=1C=CC=CC1)C=1C=CC=CC1 (tetrakis(triphenylphosphine)palladium(0)). Yields the product CC(C(O)(C=1N=CN(C1)C(C1=CC=CC=C1)(C1=CC=CC=C1)C1=CC=CC=C1)C1=CC(=CC=C1)C=1C=NC=CC1)C (2-methyl-1-[3-(3-pyridyl)phenyl]-1-(1-trityl-1H-imidazol-4-yl)-1-propanol). Yield: 65.3%. As a reaction SMILES: Br[C:2]1[CH:3]=[C:4]([C:8]([C:13]2[N:14]=[CH:15][N:16]([C:18]([C:31]3[CH:36]=[CH:35][CH:34]=[CH:33][CH:32]=3)([C:25]3[CH:30]=[CH:29][CH:28]=[CH:27][CH:26]=3)[C:19]3[CH:24]=[CH:23][CH:22]=[CH:21][CH:20]=3)[CH:17]=2)([OH:12])[CH:9]([CH3:11])[CH3:10])[CH:5]=[CH:6][CH:7]=1.C(B(CC)[C:40]1[CH:41]=[N:42][CH:43]=[CH:44][CH:45]=1)C>C1C=CC([P]([Pd]([P](C2C=CC=CC=2)(C2C=CC=CC=2)C2C=CC=CC=2)([P](C2C=CC=CC=2)(C2C=CC=CC=2)C2C=CC=CC=2)[P](C2C=CC=CC=2)(C2C=CC=CC=2)C2C=CC=CC=2)(C2C=CC=CC=2)C2C=CC=CC=2)=CC=1>[CH3:10][CH:9]([CH3:11])[C:8]([C:4]1[CH:5]=[CH:6][CH:7]=[C:2]([C:40]2[CH:41]=[N:42][CH:43]=[CH:44][CH:45]=2)[CH:3]=1)([C:13]1[N:14]=[CH:15][N:16]([C:18]([C:31]2[CH:36]=[CH:35][CH:34]=[CH:33][CH:32]=2)([C:25]2[CH:30]=[CH:29][CH:28]=[CH:27][CH:26]=2)[C:19]2[CH:24]=[CH:23][CH:22]=[CH:21][CH:20]=2)[CH:17]=1)[OH:12] |^1:51,53,72,91|. Procedure: By the reaction in the same manner as in Example 4-(ii) using 1-(3-bromophenyl)-2-methyl-1-(1-trityl-1H-imidazol-4-yl)-1-propanol (1.01 g), diethyl(3-pyridyl)borane (0.497 g) and tetrakis(triphenylphosphine)palladium(0) (0.170 g), the title compound (0.657 g) was obtained as a pale-yellow amorphous powder. Starting materials: ClC=1C=C(C(=C2C(=NC(=NC12)OC)NC)OC)OC (8-chloro-2,5,6-trimethoxy-4-methylaminoquinazoline), [I-].[Na+] (sodium iodide). Run in C(C)(=O)O (acetic acid). The product is ClC=1C=C(C(=C2C(=NC(=NC12)O)NC)OC)OC (8-Chloro-5,6-dimethoxy-4-methylamino-2-hydroxyquinazoline). Yield: 36.4%. As a reaction SMILES: [Cl:1][C:2]1[CH:3]=[C:4]([O:18][CH3:19])[C:5]([O:16][CH3:17])=[C:6]2[C:11]=1[N:10]=[C:9]([O:12]C)[N:8]=[C:7]2[NH:14][CH3:15].[I-].[Na+]>C(O)(=O)C>[Cl:1][C:2]1[CH:3]=[C:4]([O:18][CH3:19])[C:5]([O:16][CH3:17])=[C:6]2[C:11]=1[N:10]=[C:9]([OH:12])[N:8]=[C:7]2[NH:14][CH3:15] |f:1.2|. Procedure: A solution of 8-chloro-2,5,6-trimethoxy-4-methylaminoquinazoline (1.80 g, 0.0054 moles), sodium iodide (0.989 g, 0.0066 moles) and glacial acetic acid (50 ml) was refluxed for 8 minutes. The glacial acetic acid was removed in vacuo and the residue was diluted with water (100 ml). After extracting the aqueous solution with dichloromethane (2×25 ml) the combined organic extracts were dried over anhydrous magnesium sulfate, filtered and concentrated in vacuo. Recrystallization of the residue from e... The reactants are CC(Nc1c(Cl)ccc2c1CCN(C(=O)C(F)(F)F)CC2)c1cc(F)ccc1F, CC(N)c1ccc(Oc2ccccc2)cc1. Product: CC(Nc1c(Cl)ccc2c1CCNCC2)c1cc(F)ccc1F, CC(N)c1ccc(Oc2ccccc2)cc1. RXN SMILES: [Cl:1][c:2]1[c:3]([NH:19][CH:20]([CH3:21])[c:22]2[c:23]([F:29])[cH:24][cH:25][c:26]([F:28])[cH:27]2)[c:4]2[c:5]([cH:17][cH:18]1)[CH2:6][CH2:7][N:8]([C:11](=[O:12])[C:13]([F:14])([F:15])[F:16])[CH2:9][CH2:10]2.[O:30]([c:31]1[cH:32][cH:33][cH:34][cH:35][cH:36]1)[c:37]1[cH:38][cH:39][c:40]([CH:43]([CH3:44])[NH2:45])[cH:41][cH:42]1>>[Cl:1][c:2]1[c:3]([NH:19][CH:20]([CH3:21])[c:22]2[c:23]([F:29])[cH:24][cH:25][c:26]([F:28])[cH:27]2)[c:4]2[c:5]([cH:17][cH:18]1)[CH2:6][CH2:7][NH:8][CH2:9][CH2:10]2.[O:30]([c:31]1[cH:32][cH:33][cH:34][cH:35][cH:36]1)[c:37]1[cH:38][cH:39][c:40]([CH:43]([CH3:44])[NH2:45])[cH:41][cH:42]1. The reactants are CC(C)(C)[NH3+], CCS(=O)(=O)Nc1ccc2[nH]cc(CCCOS(C)(=O)=O)c2c1, COc1cncnc1N1CCNCC1C, CC#N, CCN(C(C)C)C(C)C, [I-], [K+], O=S(=O)([O-])O. Yields the product CCS(=O)(=O)Nc1ccc2[nH]cc(CCCN3CCN(c4ncncc4OC)C(C)C3)c2c1. RXN SMILES: [C:40]([NH3+:41])([CH3:42])([CH3:43])[CH3:44].[CH3:1][S:2]([O:3][CH2:6][CH2:7][CH2:8][c:9]1[cH:10][nH:11][c:12]2[cH:13][cH:14][c:15]([NH:18][S:19](=[O:20])(=[O:21])[CH2:22][CH3:23])[cH:16][c:17]12)(=[O:4])=[O:5].[CH3:45][O:46][c:47]1[c:48]([N:53]2[CH:54]([CH3:59])[CH2:55][NH:56][CH2:57][CH2:58]2)[n:49][cH:50][n:51][cH:52]1.[CH3:60][C:61]#[N:62].[CH:24]([N:25]([CH:26]([CH3:27])[CH3:28])[CH2:29][CH3:30])([CH3:31])[CH3:32].[I-:34].[K+:33].[S:35]([O-:36])([OH:37])(=[O:38])=[O:39]>>[CH2:6]([CH2:7][CH2:8][c:9]1[cH:10][nH:11][c:12]2[cH:13][cH:14][c:15]([NH:18][S:19](=[O:20])(=[O:21])[CH2:22][CH3:23])[cH:16][c:17]12)[N:56]1[CH2:55][CH:54]([CH3:59])[N:53]([c:48]2[c:47]([O:46][CH3:45])[cH:52][n:51][cH:50][n:49]2)[CH2:58][CH2:57]1.